From a dataset of the Open Reaction Database (ORD), a public repository of structured organic reaction records. describe an organic reaction: reactants, conditions, products, and yield The reactants are C1(=CC=CC=C1)C1=CC(=NC(=C1)C1=CC=CC=C1)OCCCCCC(=O)OCC (ethyl 6-[(4,6-diphenyl-2-pyridyl)oxy]hexanoate), [OH-].[Na+] (sodium hydroxide), aqueous solution, Cl (hydrochloric acid). The solvent is C(C)O (ethanol), O (water). Yields the product C1(=CC=CC=C1)C1=CC(=NC(=C1)C1=CC=CC=C1)OCCCCCC(=O)O (6-[(4,6-diphenyl-2-pyridyl)oxy]hexanoic acid). Reaction SMILES: [C:1]1([C:7]2[CH:12]=[C:11]([C:13]3[CH:18]=[CH:17][CH:16]=[CH:15][CH:14]=3)[N:10]=[C:9]([O:19][CH2:20][CH2:21][CH2:22][CH2:23][CH2:24][C:25]([O:27]CC)=[O:26])[CH:8]=2)[CH:6]=[CH:5][CH:4]=[CH:3][CH:2]=1.[OH-].[Na+].Cl>C(O)C.O>[C:1]1([C:7]2[CH:12]=[C:11]([C:13]3[CH:18]=[CH:17][CH:16]=[CH:15][CH:14]=3)[N:10]=[C:9]([O:19][CH2:20][CH2:21][CH2:22][CH2:23][CH2:24][C:25]([OH:27])=[O:26])[CH:8]=2)[CH:6]=[CH:5][CH:4]=[CH:3][CH:2]=1 |f:1.2|. Procedure details: To a solution of ethyl 6-[(4,6-diphenyl-2-pyridyl)oxy]hexanoate (3.7 g) in ethanol (100 cc) are added sodium hydroxide pellets (0.6 g). The reaction mixture is refluxed for 1 hour and then concentrated to dryness under reduced pressure. The residue obtained is dissolved in distilled water (150 cc). The pH of the aqueous phase is brought to about 5 by addition of a 2N aqueous solution of hydrochloric acid. It is then extracted with methylene chloride (3×50 cc). The organic phases are combined, wa... Yields the product CC(C)(C)OC(=O)N(Cc1ccc(C(F)(F)F)nc1)c1ccc(C(O)c2cn(S(=O)(=O)c3ccccc3)c3ncnc(C4CCCC4)c23)cn1. RXN SMILES: [C:30]([CH3:31])([CH3:32])([CH3:33])[O:34][C:35]([N:36]([CH2:37][c:38]1[cH:39][n:40][c:41]([C:44]([F:45])([F:46])[F:47])[cH:42][cH:43]1)[c:48]1[n:49][cH:50][c:51]([CH:54]=[O:55])[cH:52][cH:53]1)=[O:56].[CH:26]([Mg+:27])([CH3:28])[CH3:29].[Cl-:25].[ClH:57].[O:58]1[CH2:59][CH2:60][CH2:61][CH2:62]1.[c:1]1([S:7](=[O:8])(=[O:9])[n:10]2[cH:11][c:12]([I:24])[c:13]3[c:14]2[n:15][cH:16][n:17][c:18]3[CH:19]2[CH2:20][CH2:21][CH2:22][CH2:23]2)[cH:2][cH:3][cH:4][cH:5][cH:6]1>>[c:1]1([S:7](=[O:8])(=[O:9])[n:10]2[cH:11][c:12]([CH:54]([c:51]3[cH:50][n:49][c:48]([N:36]([C:35]([O:34][C:30]([CH3:31])([CH3:32])[CH3:33])=[O:56])[CH2:37][c:38]4[cH:39][n:40][c:41]([C:44]([F:45])([F:46])[F:47])[cH:42][cH:43]4)[cH:53][cH:52]3)[OH:55])[c:13]3[c:14]2[n:15][cH:16][n:17][c:18]3[CH:19]2[CH2:20][CH2:21][CH2:22][CH2:23]2)[cH:2][cH:3][cH:4][cH:5][cH:6]1. Reactants: CC(C)(C)OC(=O)N(Cc1ccc(C(F)(F)F)nc1)c1ccc(C=O)cn1, CC(C)[Mg+], [Cl-], Cl, C1CCOC1, O=S(=O)(c1ccccc1)n1cc(I)c2c(C3CCCC3)ncnc21. Starting materials: C(C)(C)(C)C1=NN(C(=C1)C(=O)OCC)C (ethyl 3-tert-butyl-1-methyl-1H-pyrazole-5-carboxylate), 5-L, 12-L, O (H2O), S(=O)(=O)(Cl)Cl (Sulfuryl chloride). The solvent is ClCCl (dichloromethane). Conditions: temperature 10 celsius, time 2 hour. The product is C(C)(C)(C)C1=NN(C(=C1Cl)C(=O)OCC)C (ethyl 3-tert-butyl-4-chloro-1-methyl-1H-pyrazole-5-carboxylate). As a reaction SMILES: [C:1]([C:5]1[CH:9]=[C:8]([C:10]([O:12][CH2:13][CH3:14])=[O:11])[N:7]([CH3:15])[N:6]=1)([CH3:4])([CH3:3])[CH3:2].S(Cl)([Cl:19])(=O)=O.O>ClCCl>[C:1]([C:5]1[C:9]([Cl:19])=[C:8]([C:10]([O:12][CH2:13][CH3:14])=[O:11])[N:7]([CH3:15])[N:6]=1)([CH3:4])([CH3:2])[CH3:3]. Procedure details: A 5-L, four neck round bottom flask equipped with overhead air stirrer, positive pressure nitrogen inlet, thermocouple, and addition funnel was charged with ethyl 3-tert-butyl-1-methyl-1H-pyrazole-5-carboxylate (250 g, 1.19 mol) in dichloromethane (2.5 L). The resulting solution was cooled to 10° C. with a wet-ice bath. Sulfuryl chloride (149 mL, 1.49 mol) was added via addition funnel at such which maintained the temperature between 21-31° C. The resulting mixture was then stirred for 2 h at ro... Starting materials: BrCC/C=C/C1=CC=CC=C1 (E-4-bromo-1-phenyl-1-butene), C([O-])([O-])=O.[K+].[K+] (potassium carbonate), ON1C(C=2C(C1=O)=CC=CC2)=O (N-hydroxyphthalimide). The solvent is CN1C(CCC1)=O (N-methylpyrrolidone). Yields the product C1(=CC=CC=C1)/C=C/CCON1C(C=2C(C1=O)=CC=CC2)=O (E-N-(4-Phenyl-3-butenyloxy)phthalimide). Isolated yield 56.0%. RXN SMILES: Br[CH2:2][CH2:3]/[CH:4]=[CH:5]/[C:6]1[CH:11]=[CH:10][CH:9]=[CH:8][CH:7]=1.C(=O)([O-])[O-].[K+].[K+].[OH:18][N:19]1[C:23](=[O:24])[C:22]2=[CH:25][CH:26]=[CH:27][CH:28]=[C:21]2[C:20]1=[O:29]>CN1CCCC1=O>[C:6]1(/[CH:5]=[CH:4]/[CH2:3][CH2:2][O:18][N:19]2[C:20](=[O:29])[C:21]3=[CH:28][CH:27]=[CH:26][CH:25]=[C:22]3[C:23]2=[O:24])[CH:11]=[CH:10][CH:9]=[CH:8][CH:7]=1 |f:1.2.3|. Procedure details: Example 1 was repeated to react 67 g (0.32 mol) of E-4-bromo-1-phenyl-1-butene with 29 g of potassium carbonate (0.21 mol) and 51.9 g of N-hydroxyphthalimide (0.32 mol) in 320 ml of N-methylpyrrolidone. The crude product, precipitated by means of ice-water, was taken up in dichloromethane and washed twice with dilute sodium hydroxide solution. A customary working up gives the product in a 56% yield. The reactants are ClCCC(CC(=C)C)(O)C1=CC=CC=C1 (1-chloro-5-methyl-3-phenylhex-5-en-3-ol), CC(C)(C#C)N (1,1-dimethylpropargylamine), CCN(C(C)C)C(C)C (i-Pr2NEt). The solvent is CN(C)C=O (DMF). Conditions: temperature 80 celsius. Product: CC(CC(CCNC(C)(C#C)C)(O)C1=CC=CC=C1)=C (5-methyl-1-(2-methylbut-3-yn-2-ylamino)-3-phenylhex-5-en-3-ol). The yield is 42.6%. Reaction SMILES: Cl[CH2:2][CH2:3][C:4]([C:10]1[CH:15]=[CH:14][CH:13]=[CH:12][CH:11]=1)([OH:9])[CH2:5][C:6]([CH3:8])=[CH2:7].[CH3:16][C:17]([NH2:21])([C:19]#[CH:20])[CH3:18].CCN(C(C)C)C(C)C>CN(C=O)C>[CH3:8][C:6](=[CH2:7])[CH2:5][C:4]([C:10]1[CH:15]=[CH:14][CH:13]=[CH:12][CH:11]=1)([OH:9])[CH2:3][CH2:2][NH:21][C:17]([CH3:18])([C:19]#[CH:20])[CH3:16]. Procedure details: A stirred mixture of 1-chloro-5-methyl-3-phenylhex-5-en-3-ol (550 mg, 2.45 mmol), 1,1-dimethylpropargylamine (204 mg, 2.45 mmol), KI (447 mg, 2.7 mmol), i-Pr2NEt (05 mL, 2.7 mmol) and dry DMF (3 mL) was heated at 80° C. in an oil bath for 24 h. The mixture was concentrated to leave a brown oil which was purified by chromatography on a 12-g silica cartridge eluted with a 0-10% MeOH in CH2Cl2 gradient to afford 5-methyl-1-(2-methylbut-3-yn-2-ylamino)-3-phenylhex-5-en-3-ol (283 mg, 42%) as a brown ... Starting materials: COS(=O)(=O)[O-].C1(CCCCC1)C=1N([N+](=C(C1)N1CC(CCC1)C)C)C (3-Cyclohexyl-1,2-dimethyl-5-(3-methylpiperidino)pyrazolium methyl sulfate), [Cl-] (chloride). The product is COS(=O)(=O)[O-].C[N+]=1N(C(=CC1C1=CC=CC=C1)N1C(CCCC1)C)C (1,2-Dimethyl-3-(2-methylpiperidino)-5-phenylpyrazolium methyl sulfate). As a reaction SMILES: [CH3:1][O:2][S:3]([O-:6])(=[O:5])=[O:4].[CH:7]1([C:13]2[N:14]([CH3:26])[N+:15]([CH3:25])=[C:16]([N:18]3[CH2:23][CH2:22][CH2:21][CH:20](C)[CH2:19]3)[CH:17]=2)[CH2:12][CH2:11][CH2:10][CH2:9][CH2:8]1.[Cl-]>>[CH3:1][O:2][S:3]([O-:6])(=[O:5])=[O:4].[CH3:26][N+:14]1[N:15]([CH3:25])[C:16]([N:18]2[CH2:19][CH2:20][CH2:21][CH2:22][CH:23]2[CH3:1])=[CH:17][C:13]=1[C:7]1[CH:8]=[CH:9][CH:10]=[CH:11][CH:12]=1 |f:0.1,3.4|. Procedure details: 3-Cyclohexyl-1,2-dimethyl-5-(3-methylpiperidino)pyrazolium methyl sulfate (and chloride)